Dataset: the Open Reaction Database (ORD), a public repository of structured organic reaction records. Task: describe an organic reaction: reactants, conditions, products, and yield Reactants: O (water), C(CCCCCCCCCC)C=1NC2=CC(=CC=C2C1)C(=O)[O-].[Na+] (sodium 2-(n-undecyl)indole-6-carboxylate), ClCC(CO)O (3-chloro-1,2-propanediol), [I-].[K+] (Potassium iodide). Solvent: COCCOCCOC (diglyme). Yields the product C(CCCCCCCCCC)C=1NC2=CC(=CC=C2C1)C(=O)OCC(CO)O ((RS)-2,3-dihydroxyprop-1-yl 2-(n-undecyl)indole-6-carboxylate). Isolated yield 26.0%. Reaction SMILES: [CH2:1]([C:12]1[NH:13][C:14]2[C:19]([CH:20]=1)=[CH:18][CH:17]=[C:16]([C:21]([O-:23])=[O:22])[CH:15]=2)[CH2:2][CH2:3][CH2:4][CH2:5][CH2:6][CH2:7][CH2:8][CH2:9][CH2:10][CH3:11].[Na+].Cl[CH2:26][CH:27]([OH:30])[CH2:28][OH:29].[I-].[K+].O>COCCOCCOC>[CH2:1]([C:12]1[NH:13][C:14]2[C:19]([CH:20]=1)=[CH:18][CH:17]=[C:16]([C:21]([O:23][CH2:26][CH:27]([OH:30])[CH2:28][OH:29])=[O:22])[CH:15]=2)[CH2:2][CH2:3][CH2:4][CH2:5][CH2:6][CH2:7][CH2:8][CH2:9][CH2:10][CH3:11] |f:0.1,3.4|. Procedure details: A mixture of sodium 2-(n-undecyl)indole-6-carboxylate (5.0 g) and 3-chloro-1,2-propanediol (1.64 g) in diglyme (50 ml) was refluxed for 30 minutes. Potassium iodide (2.5 g) was added and the mixture refluxed for 48 hours. The mixture was cooled, water (50 ml) was added and the resulting emulsion was extracted with dichloromethane (2×100 ml). The combined extracts were dried over anhydrous magnesium sulphate, filtered, and the solvent evaporated to dryness. The solid residue was recrystallised fr...